This data is from the Open Reaction Database (ORD), a public repository of structured organic reaction records. The task is: describe an organic reaction: reactants, conditions, products, and yield The yield is 80.0%. Reported procedure: 1.07 ml (0.011 mol) of acetic anhydride and 0.45 ml (0.0106 mol) of 98 percent strength nitric acid are added in succession to a solution of 3.8 g (0.01 mol) of 5-methanesulphonamido-1-(2,3,5,6-tetrafluoro-4-trifluoromethyl-phenyl)-pyrazole in 20 ml of glacial acetic acid at about 15° C. The mixture is stirred at room temperature for 16 hours and the reaction solution is poured onto 100 ml of water. The precipitate is filtered off with suction, washed neutral and dried in vacuo. 3.4 g (80% of th... Starting materials: O (water), C(C)(=O)OC(C)=O (acetic anhydride), [N+](=O)(O)[O-] (nitric acid), CS(=O)(=O)NC1=CC=NN1C1=C(C(=C(C(=C1F)F)C(F)(F)F)F)F (5-methanesulphonamido-1-(2,3,5,6-tetrafluoro-4-trifluoromethyl-phenyl)-pyrazole). As a reaction SMILES: C(OC(=O)C)(=O)C.[N+:8]([O-:11])(O)=[O:9].[CH3:12][S:13]([NH:16][C:17]1[N:21]([C:22]2[C:27]([F:28])=[C:26]([F:29])[C:25]([C:30]([F:33])([F:32])[F:31])=[C:24]([F:34])[C:23]=2[F:35])[N:20]=[CH:19][CH:18]=1)(=[O:15])=[O:14].O>C(O)(=O)C>[CH3:12][S:13]([NH:16][C:17]1[N:21]([C:22]2[C:23]([F:35])=[C:24]([F:34])[C:25]([C:30]([F:33])([F:32])[F:31])=[C:26]([F:29])[C:27]=2[F:28])[N:20]=[CH:19][C:18]=1[N+:8]([O-:11])=[O:9])(=[O:14])=[O:15]. Conditions: time 16 hour. The product is CS(=O)(=O)NC1=C(C=NN1C1=C(C(=C(C(=C1F)F)C(F)(F)F)F)F)[N+](=O)[O-] (5-methanesulphonamido-4-nitro-1-(2,3,5,6-tetrafluoro-4-trifluoromethyl-phenyl)-pyrazole). The solvent is C(C)(=O)O (acetic acid). The reactants are O (water), C(#N)C=1C=C2C(CCNC2=C(C1C1=CC=CC=C1)C(=O)O)C(=O)O (6-Cyano-7-phenyl-1,2,3,4-tetrahydroquinoline-4,8-dicarboxylic acid), [OH-].[Na+] (sodium hydroxide), O (water), Cl (hydrochloric acid). The product is C1(=CC=CC=C1)C1NC2=C(C=C(C=C2C(C1)C(=O)O)C(=O)O)C(=O)O (2-Phenyl-1,2,3,4-tetrahydroquinoline-4,6,8-tricarboxylic acid). The yield is 76.4%. RXN SMILES: [C:1]([C:3]1[CH:4]=[C:5]2[C:10](=[C:11]([C:19]([OH:21])=[O:20])[C:12]=1C1C=CC=CC=1)[NH:9][CH2:8][CH2:7][CH:6]2[C:22]([OH:24])=[O:23])#N.[OH-:25].[Na+].Cl.[OH2:28]>>[C:3]1([CH:8]2[CH2:7][CH:6]([C:22]([OH:24])=[O:23])[C:5]3[C:10](=[C:11]([C:19]([OH:21])=[O:20])[CH:12]=[C:3]([C:1]([OH:28])=[O:25])[CH:4]=3)[NH:9]2)[CH:4]=[CH:5][CH:10]=[CH:11][CH:12]=1 |f:1.2|. Procedure details: A solution of the compound obtained in example 17 b) (5.6 g) and sodium hydroxide (5 g) in water (20 ml) was refluxed for 10 hours. After cooling, water (200 ml) was added and the mixture was adjusted to pH 2 by the addition of concentrated hydrochloric acid. The resulting precipitate from the mixture was collected by filtration, washed with water, dried to give the title compound (3.05 g, 76.4%) which was recrystallized from DMF-ethanol to white crystals, mp 300° C.